Dataset: the Open Reaction Database (ORD), a public repository of structured organic reaction records. Task: describe an organic reaction: reactants, conditions, products, and yield The reactants are C(C)(C)N(CC)C(C)C (Diisopropylethylamine), CN1C(CCC1)=O (N-methyl-2-pyrrolidone), C(C)[C@@H]1NCCNC1 (2-(S)-ethylpiperazine), NC1=NC=C(C=N1)C1=NC(=C2N=C(N(C2=N1)CC(F)(F)F)Cl)N1CCOCC1 (2-(2-aminopyrimidin-5-yl)-8-chloro-6-(morpholin-4-yl)-9-(2,2,2-trifluoroethyl)-9H-purine). Solvent: O (Water). Conditions: temperature 100 celsius, time 4 day. The product is C(C)[C@H]1CN(CCN1)C=1N(C2=NC(=NC(=C2N1)N1CCOCC1)C=1C=NC(=NC1)N)CC(F)(F)F (5-{8-[(3S)-3-Ethylpiperazin-1-yl]-6-morpholin-4-yl-9-(2,2,2-trifluoroethyl)-9H-purin-2-yl}pyrimidin-2-amine). Isolated yield 81.9%. As a reaction SMILES: C(N(C(C)C)CC)(C)C.CN1CCCC1=O.[CH2:17]([C@H:19]1[CH2:24][NH:23][CH2:22][CH2:21][NH:20]1)[CH3:18].[NH2:25][C:26]1[N:31]=[CH:30][C:29]([C:32]2[N:40]=[C:39]3[C:35]([N:36]=[C:37](Cl)[N:38]3[CH2:41][C:42]([F:45])([F:44])[F:43])=[C:34]([N:47]3[CH2:52][CH2:51][O:50][CH2:49][CH2:48]3)[N:33]=2)=[CH:28][N:27]=1>O>[CH2:17]([C@@H:19]1[NH:20][CH2:21][CH2:22][N:23]([C:37]2[N:38]([CH2:41][C:42]([F:43])([F:45])[F:44])[C:39]3[C:35]([N:36]=2)=[C:34]([N:47]2[CH2:48][CH2:49][O:50][CH2:51][CH2:52]2)[N:33]=[C:32]([C:29]2[CH:28]=[N:27][C:26]([NH2:25])=[N:31][CH:30]=2)[N:40]=3)[CH2:24]1)[CH3:18]. Procedure details: Diisopropylethylamine (1.48 ml, 8.49 mmol) was added to an N-methyl-2-pyrrolidone suspension (4 ml) of 2-(S)-ethylpiperazine 2 hydrochloride (529 mg, 2.83 mmol) and 2-(2-aminopyrimidin-5-yl)-8-chloro-6-(morpholin-4-yl)-9-(2,2,2-trifluoroethyl)-9H-purine (391 mg, 0.94 mmol) and the resulting mixture was stirred at 100° C. for 4 days. Water was added to the reaction mixture and the resulting mixture was extracted twice with ethyl acetate. The organic layers were combined, washed with water and sat... Reactants: [H][H] (hydrogen), FC(=C(C)C1=CC=C(C=C1)OC)F (1-(2,2-difluoro-1-methylvinyl)-4-methoxybenzene), [H][H] (hydrogen). Reagents/catalysts: [Pd] (palladium on carbon). Solvent: C(C)(=O)O (acetic acid). Yields the product FC(C(C)C1=CC=C(C=C1)OC)F (1-(2,2-difluoro-1-methylethyl)-4-methoxybenzene). Reaction SMILES: [H][H].[F:3][C:4]([F:15])=[C:5]([C:7]1[CH:12]=[CH:11][C:10]([O:13][CH3:14])=[CH:9][CH:8]=1)[CH3:6]>C(O)(=O)C.[Pd]>[F:3][CH:4]([F:15])[CH:5]([C:7]1[CH:12]=[CH:11][C:10]([O:13][CH3:14])=[CH:9][CH:8]=1)[CH3:6]. Procedure details: At 50° C. and 1 atm hydrogen pressure, 24.2 g of 1-(2,2-difluoro-1-methylvinyl)-4-methoxybenzene in 300 ml of glacial acetic acid were hydrogenated using palladium on carbon as catalyst until no further hydrogen uptake was visible. The catalyst was filtered off and the reaction solution was concentrated, to give the title product as a colourless oil which was reacted further without any purification. Starting materials: FC(OC1=CC=C(C=C1)N1N=C(N=C1)C1=CC=C(C=C1)C(CC(=O)N=[N+]=[N-])CC)(F)F.N(=C=O)CC(CC)C1=CC=C(C=C1)C1=NN(C=N1)C1=CC=C(C=C1)OC(F)(F)F (3-(4-(1-(4-(trifluoromethoxy)phenyl)-1H-1,2,4-triazol-3-yl)phenyl)pentanoyl azide 3-(4-(1-isocyanatobutan-2-yl)phenyl)-1-(4-(trifluoromethoxy)phenyl)-1H-1,2,4-triazole), C(C)(C)C1=C(C=CC=C1)NC(=S)N (1-(2-isopropylphenyl)thiourea). Product: C(C)(C)C1=C(C=CC=C1)N1/C(/SCC1=O)=N/C(=O)NCC(CC)C1=CC=C(C=C1)C1=NN(C=N1)C1=CC=C(C=C1)OC(F)(F)F ((Z)-1-(3-(2-isopropylphenyl)-4-oxothiazolidin-2-ylidene)-3-(2-(4-(1-(4-(trifluoromethoxy)phenyl)-1H-1,2,4-triazol-3-yl)phenyl)butyl)urea), foam. Yield: 30.0%. Reaction SMILES: FC(F)(F)[O:3][C:4]1C=CC(N2C=NC(C3C=CC(C(CC)CC(N=[N+]=[N-])=O)=CC=3)=N2)=C[CH:5]=1.[N:32]([CH2:35][CH:36]([C:39]1[CH:44]=[CH:43][C:42]([C:45]2[N:49]=[CH:48][N:47]([C:50]3[CH:55]=[CH:54][C:53]([O:56][C:57]([F:60])([F:59])[F:58])=[CH:52][CH:51]=3)[N:46]=2)=[CH:41][CH:40]=1)[CH2:37][CH3:38])=[C:33]=[O:34].[CH:61]([C:64]1[CH:69]=[CH:68][CH:67]=[CH:66][C:65]=1[NH:70][C:71]([NH2:73])=[S:72])([CH3:63])[CH3:62]>>[CH:61]([C:64]1[CH:69]=[CH:68][CH:67]=[CH:66][C:65]=1[N:70]1[C:4](=[O:3])[CH2:5][S:72]/[C:71]/1=[N:73]\[C:33]([NH:32][CH2:35][CH:36]([C:39]1[CH:40]=[CH:41][C:42]([C:45]2[N:49]=[CH:48][N:47]([C:50]3[CH:51]=[CH:52][C:53]([O:56][C:57]([F:59])([F:58])[F:60])=[CH:54][CH:55]=3)[N:46]=2)=[CH:43][CH:44]=1)[CH2:37][CH3:38])=[O:34])([CH3:63])[CH3:62] |f:0.1|. Procedure details: The title compound was prepared from 3-(4-(1-(4-(trifluoromethoxy)phenyl)-1H-1,2,4-triazol-3-yl)phenyl)pentanoyl azide/3-(4-(1-isocyanatobutan-2-yl)phenyl)-1-(4-(trifluoromethoxy)phenyl)-1H-1,2,4-triazole (C42a) and 1-(2-isopropylphenyl)thiourea and isolated as a brown foam (0.041 g, 30%). Reactants: CC(C)(O)c1cccc(Br)n1, CC#N, [Na+], [OH-]. The product is CC(=O)NC(C)(C)c1cccc(Br)n1. As a reaction SMILES: [Br:1][c:2]1[cH:3][cH:4][cH:5][c:6]([C:8]([CH3:9])([CH3:10])[OH:11])[n:7]1.[CH3:14][C:15]#[N:16].[Na+:13].[OH-:12]>>[Br:1][c:2]1[cH:3][cH:4][cH:5][c:6]([C:8]([CH3:9])([CH3:10])[NH:16][C:15](=[O:12])[CH3:14])[n:7]1. Yields the product NCCCc1c2ccccc2cc2ccccc12. Starting materials: CCO, N, [NH4+], [OH-], N#CCCc1c2ccccc2cc2ccccc12. Reaction SMILES: [CH3:22][CH2:23][OH:24].[NH3:21].[NH4+:20].[OH-:19].[cH:1]1[cH:2][cH:3][cH:4][c:5]2[cH:6][c:7]3[cH:8][cH:9][cH:10][cH:11][c:12]3[c:13]([CH2:15][CH2:16][C:17]#[N:18])[c:14]12>>[cH:1]1[cH:2][cH:3][cH:4][c:5]2[cH:6][c:7]3[cH:8][cH:9][cH:10][cH:11][c:12]3[c:13]([CH2:15][CH2:16][CH2:17][NH2:18])[c:14]12. Reactants: C(C)(=O)NC1=C(C=C(C=C1)OCCCCCCCCCCCCCCCC)O (2-acetylamino-5-hexadecyloxyphenol), CC(=C)C1=CC=CC=C1 (α-methylstyrene), CO (methanol). The solvent is C1(=CC=CC=C1)C (toluene). Conditions: time 7 hour. Yields the product C(C)(=O)NC1=C(C=C(C(=C1)C(C1=CC=CC=C1)(C)C)OCCCCCCCCCCCCCCCC)O (2-Acetylamino-4-(α,α-dimethylbenzyl)-5-hexadecyloxyphenol). As a reaction SMILES: [C:1]([NH:4][C:5]1[CH:10]=[CH:9][C:8]([O:11][CH2:12][CH2:13][CH2:14][CH2:15][CH2:16][CH2:17][CH2:18][CH2:19][CH2:20][CH2:21][CH2:22][CH2:23][CH2:24][CH2:25][CH2:26][CH3:27])=[CH:7][C:6]=1[OH:28])(=[O:3])[CH3:2].[CH3:29][C:30]([C:32]1[CH:37]=[CH:36][CH:35]=[CH:34][CH:33]=1)=[CH2:31].CO>C1(C)C=CC=CC=1>[C:1]([NH:4][C:5]1[CH:10]=[C:9]([C:30]([CH3:31])([CH3:29])[C:32]2[CH:37]=[CH:36][CH:35]=[CH:34][CH:33]=2)[C:8]([O:11][CH2:12][CH2:13][CH2:14][CH2:15][CH2:16][CH2:17][CH2:18][CH2:19][CH2:20][CH2:21][CH2:22][CH2:23][CH2:24][CH2:25][CH2:26][CH3:27])=[CH:7][C:6]=1[OH:28])(=[O:3])[CH3:2]. Procedure details: In 150 ml of toluene was dissolved 20 g of 2-acetylamino-5-hexadecyloxyphenol obtained in Preparation Example 3, and it was then heated at 80°-90° C. together with 8 g of Amberlyst 15 (produced by Rohm & Haas Co.). To this mixture was added dropwise 30 ml of α-methylstyrene, and the resulting mixture was heated as it is for about 7 hours. After the reaction was completed, Amberlyst 15 was removed by filtration and the filtrate was condensed. After the addition of methanol, the condensed filtrate...